The task is: describe an organic reaction: reactants, conditions, products, and yield. This data is from the Open Reaction Database (ORD), a public repository of structured organic reaction records. Reactants: Cl.BrCCCCOC1CCNCC1 (4-(4-Brom-butoxy)-piperidine hydrogen chloride), ClC1=CC=C(C=C1)CC(=O)Cl ((4-chloro-phenyl)-acetyl chloride), C(C)NCCO (2-ethylamino-ethanol). The product is ClC1=CC=C(C=C1)CC(=O)N1CCC(CC1)OCCCCN(CCO)CC (2-(4-Chloro-phenyl)-1-(4-{4-[ethyl-(2-hydroxy-ethyl)-amino]-butoxy}-piperidin-1-yl)-ethanone). RXN SMILES: Cl.Br[CH2:3][CH2:4][CH2:5][CH2:6][O:7][CH:8]1[CH2:13][CH2:12][NH:11][CH2:10][CH2:9]1.[Cl:14][C:15]1[CH:20]=[CH:19][C:18]([CH2:21][C:22](Cl)=[O:23])=[CH:17][CH:16]=1.[CH2:25]([NH:27][CH2:28][CH2:29][OH:30])[CH3:26]>>[Cl:14][C:15]1[CH:20]=[CH:19][C:18]([CH2:21][C:22]([N:11]2[CH2:12][CH2:13][CH:8]([O:7][CH2:6][CH2:5][CH2:4][CH2:3][N:27]([CH2:25][CH3:26])[CH2:28][CH2:29][OH:30])[CH2:9][CH2:10]2)=[O:23])=[CH:17][CH:16]=1 |f:0.1|. Reported procedure: In analogy to example 1.4 and 1.5, reaction of 4-(4-Brom-butoxy)-piperidine hydrogen chloride with (4-chloro-phenyl)-acetyl chloride and 2-ethylamino-ethanol yielded 2-(4-Chloro-phenyl)-1-(4-{4-[ethyl-(2-hydroxy-ethyl)-amino]-butoxy}-piperidin-1-yl)-ethanone, MS: 397 (MH+). Starting materials: F[B-](F)(F)F, CCN(C(C)C)C(C)C, FC(F)(F)c1cccc(CCNCc2ccc(C3CC3)cc2)c1, O=C(O)c1c(F)c(Cl)cc2cc[nH]c12, CN(C)C=O, O, CN(C)C(On1nnc2ccccc21)=[N+](C)C. Yields the product O=C(c1c(F)c(Cl)cc2cc[nH]c12)N(CCc1cccc(C(F)(F)F)c1)Cc1ccc(C2CC2)cc1. As a reaction SMILES: [B-:15]([F:16])([F:17])([F:18])[F:19].[CH:37]([N:38]([CH2:39][CH3:40])[CH:41]([CH3:42])[CH3:43])([CH3:44])[CH3:45].[CH:46]1([c:49]2[cH:50][cH:51][c:52]([CH2:53][NH:54][CH2:55][CH2:56][c:57]3[cH:58][c:59]([C:63]([F:64])([F:65])[F:66])[cH:60][cH:61][cH:62]3)[cH:67][cH:68]2)[CH2:47][CH2:48]1.[Cl:1][c:2]1[cH:3][c:4]2[cH:5][cH:6][nH:7][c:8]2[c:9]([C:12](=[O:13])[OH:14])[c:10]1[F:11].[O:69]=[CH:70][N:71]([CH3:72])[CH3:73].[OH2:74].[n:20]1([O:21][C:22]([N:23]([CH3:24])[CH3:25])=[N+:26]([CH3:27])[CH3:28])[c:29]2[cH:30][cH:31][cH:32][cH:33][c:34]2[n:35][n:36]1>>[Cl:1][c:2]1[cH:3][c:4]2[cH:5][cH:6][nH:7][c:8]2[c:9]([C:12](=[O:14])[N:54]([CH2:53][c:52]2[cH:51][cH:50][c:49]([CH:46]3[CH2:47][CH2:48]3)[cH:68][cH:67]2)[CH2:55][CH2:56][c:57]2[cH:58][c:59]([C:63]([F:64])([F:65])[F:66])[cH:60][cH:61][cH:62]2)[c:10]1[F:11]. Starting materials: FC(C(=O)O)(F)F (trifluoroacetic acid), COC=1C(=CC(=C(C1)OCC(=O)OCC)[N+](=O)[O-])C(F)(F)F (Ethyl {[5-(methyloxy)-2-nitro-4-(trifluoromethyl)phenyl]oxy}acetate), CC#N.O (CH3CN H2O), O.O.[Sn](Cl)(Cl)(Cl)Cl (Tin chloride dihydrate). Solvent: C(C)O (ethanol). Run at time 40 minute. Product: COC1=CC2=C(NC(CO2)=O)C=C1C(F)(F)F (7-(methyloxy)-6-(trifluoromethyl)-2H-1,4-benzoxazin-3(4H)-one). Yield: 72.7%. Reaction SMILES: [CH3:1][O:2][C:3]1[C:4]([C:19]([F:22])([F:21])[F:20])=[CH:5][C:6]([N+:16]([O-])=O)=[C:7]([O:9][CH2:10][C:11](OCC)=[O:12])[CH:8]=1.O.O.[Sn](Cl)(Cl)(Cl)Cl.CC#N.O.FC(F)(F)C(O)=O>C(O)C>[CH3:1][O:2][C:3]1[C:4]([C:19]([F:22])([F:21])[F:20])=[CH:5][C:6]2[NH:16][C:11](=[O:12])[CH2:10][O:9][C:7]=2[CH:8]=1 |f:1.2.3,4.5|. Procedure: Ethyl {[5-(methyloxy)-2-nitro-4-(trifluoromethyl)phenyl]oxy}acetate (0.71 g, 2.2 mmol), was dissolved in 20 mL of ethanol. Tin chloride dihydrate (2.97 g, 12.5 mmol) was added to the solution and the mixture was stirred and maintained at room temperature for 18 hours. HPLC (Eclipse XDB-C18, 4.6×250 mm, 5 micron, 1-99% CH3CN/H2O with 0.1% trifluoroacetic acid) indicated that all of the starting material (Rt=7.65 min) was consumed and a new single peak formed (Rt=5.9 min). The mixture was allowed ... Reactants: COc1cccc(Sc2ccccc2N)c1-c1nnn[nH]1, CN(C)C=O, Cl. The product is Nc1ccccc1Sc1cccc(O)c1-c1nnn[nH]1. As a reaction SMILES: [CH3:1][O:2][c:3]1[c:4](-[c:17]2[n:18][n:19][n:20][nH:21]2)[c:5]([S:9][c:10]2[c:11]([NH2:12])[cH:13][cH:14][cH:15][cH:16]2)[cH:6][cH:7][cH:8]1.[CH3:23][N:24]([CH3:25])[CH:26]=[O:27].[ClH:22]>>[OH:2][c:3]1[c:4](-[c:17]2[n:18][n:19][n:20][nH:21]2)[c:5]([S:9][c:10]2[c:11]([NH2:12])[cH:13][cH:14][cH:15][cH:16]2)[cH:6][cH:7][cH:8]1. Starting materials: COC(=O)C1=CC2=C(N=NN2C)C=C1 (3-Methyl-3H-benzotriazole-5-carboxylic acid methyl ester), ClN1C(CCC1=O)=O (N-chlorosuccinimide), alcohols, aldehydes, [H-].[Al+3].[Li+].[H-].[H-].[H-] (lithium aluminum hydride). The reagents and catalysts are [Cl-].C(CCC)[N+](CCCC)(CCCC)CCCC (tetrabutylammonium chloride). The solvent is C(Cl)Cl (methylene chloride), C([O-])(O)=O.[Na+].C([O-])([O-])=O.[K+].[K+] (sodium bicarbonate potassium carbonate), C(OC)COC (dimethoxyethane). The product is CN1N=NC2=C1C=C(C=C2)C=O (3-methyl-3H-benzotriazole-5-carbaldehyde). As a reaction SMILES: C[O:2][C:3]([C:5]1[CH:14]=[CH:13][C:8]2[N:9]=[N:10][N:11]([CH3:12])[C:7]=2[CH:6]=1)=O.[H-].[Al+3].[Li+].[H-].[H-].[H-].ClN1C(=O)CCC1=O>C(COC)OC.[Cl-].C([N+](CCCC)(CCCC)CCCC)CCC.C(Cl)Cl.C(=O)(O)[O-].[Na+].C(=O)([O-])[O-].[K+].[K+]>[CH3:12][N:11]1[C:7]2[CH:6]=[C:5]([CH:3]=[O:2])[CH:14]=[CH:13][C:8]=2[N:9]=[N:10]1 |f:1.2.3.4.5.6,9.10,12.13.14.15.16|. Reported procedure: 3-Methyl-3H-benzotriazole-5-carboxylic acid methyl ester was taken on separately to the corresponding aldehydes by reduction with lithium aluminum hydride (1 equivalent) in anhydrous dimethoxyethane. The resulting alcohols were oxidized using 2,2,6,6-tetramethyl-1-piperidinyloxy free radical (1 equivalent), tetrabutylammonium chloride (1 equivalent), and N-chlorosuccinimide (1.3 equivalent) in methylene chloride and pH 8.6 sodium bicarbonate/potassium carbonate buffer to give 3-methyl-3H-benzotr... The reactants are CCCC(NC(=O)Cc1cc(F)cc(F)c1)C(=O)O, O=[N+]([O-])c1cn(C2CCC2CN2CCCC2)cn1. The product is CCCC(NC(=O)Cc1cc(F)cc(F)c1)C(=O)Nc1cn(C2CCC2CN2CCCC2)cn1. RXN SMILES: [F:19][c:20]1[cH:21][c:22]([CH2:27][C:28](=[O:29])[NH:30][CH:31]([C:32](=[O:33])[OH:34])[CH2:35][CH2:36][CH3:37])[cH:23][c:24]([F:26])[cH:25]1.[N+:1]([O-:2])(=[O:3])[c:4]1[n:5][cH:6][n:7]([CH:9]2[CH:10]([CH2:13][N:14]3[CH2:15][CH2:16][CH2:17][CH2:18]3)[CH2:11][CH2:12]2)[cH:8]1>>[NH:1]([c:4]1[n:5][cH:6][n:7]([CH:9]2[CH:10]([CH2:13][N:14]3[CH2:15][CH2:16][CH2:17][CH2:18]3)[CH2:11][CH2:12]2)[cH:8]1)[C:32]([CH:31]([NH:30][C:28]([CH2:27][c:22]1[cH:21][c:20]([F:19])[cH:25][c:24]([F:26])[cH:23]1)=[O:29])[CH2:35][CH2:36][CH3:37])=[O:33]. Reactants: [BH4-], CCO, CN(C)C1CCc2ccccc2C(=O)C1, [Cl-], [Na+], [Na+], O. Yields the product CN(C)C1CCc2ccccc2C(O)C1. As a reaction SMILES: [BH4-:1].[CH3:21][CH2:22][OH:23].[CH3:3][N:4]([CH:5]1[CH2:6][C:7](=[O:16])[c:8]2[c:9]([cH:12][cH:13][cH:14][cH:15]2)[CH2:10][CH2:11]1)[CH3:17].[Cl-:19].[Na+:18].[Na+:2].[OH2:20]>>[CH3:3][N:4]([CH:5]1[CH2:6][CH:7]([OH:16])[c:8]2[c:9]([cH:12][cH:13][cH:14][cH:15]2)[CH2:10][CH2:11]1)[CH3:17]. Starting materials: S1C=CC2=C1CCNCC2 (5,6,7,8-tetrahydro-4H-thieno[2,3-d]azepine), ClC1=C(CBr)C(=CC=C1)Cl (2,6-dichlorobenzyl bromide). The product is Cl.ClC1=C(CN2CCC3=C(CC2)C=CS3)C(=CC=C1)Cl (6-(2,6-Dichlorobenzyl)-5,6,7,8-tetrahydro-4H-thieno[2,3-d]azepine hydrochloride). Reaction SMILES: [S:1]1[C:5]2[CH2:6][CH2:7][NH:8][CH2:9][CH2:10][C:4]=2[CH:3]=[CH:2]1.[Cl:11][C:12]1[CH:19]=[CH:18][CH:17]=[C:16]([Cl:20])[C:13]=1[CH2:14]Br>>[ClH:11].[Cl:11][C:12]1[CH:19]=[CH:18][CH:17]=[C:16]([Cl:20])[C:13]=1[CH2:14][N:8]1[CH2:9][CH2:10][C:4]2[CH:3]=[CH:2][S:1][C:5]=2[CH2:6][CH2:7]1 |f:2.3|. Procedure details: This compound was prepared analogous to Example 17 from 5,6,7,8-tetrahydro-4H-thieno[2,3-d]azepine and 2,6-dichlorobenzyl bromide.